Task: describe an organic reaction: reactants, conditions, products, and yield. Dataset: the Open Reaction Database (ORD), a public repository of structured organic reaction records The product is C(C)(=O)NC1C(C2=C(C=CC(=C2CC1)C#N)N)=O (2-Acetylamino-8-amino-5-cyano-1-tetralone). Reaction SMILES: C(C1CCC2C(=C(C(=O)C)C=CC=2[C:14]#[N:15])C1=O)(=O)C.[C:20]([NH:23][CH:24]1[CH2:33][CH2:32][C:31]2[C:26](=[C:27]([NH:34]C(=O)C)[CH:28]=[CH:29][CH:30]=2)[C:25]1=[O:38])(=[O:22])[CH3:21]>>[C:20]([NH:23][CH:24]1[CH2:33][CH2:32][C:31]2[C:26](=[C:27]([NH2:34])[CH:28]=[CH:29][C:30]=2[C:14]#[N:15])[C:25]1=[O:38])(=[O:22])[CH3:21]. Procedure details: The reaction was carried out in the same manner as in Example 1-(4), except that 250 mg of the compound prepared in (1) above was used instead of 2,8-diacetylamino-1-tetralone of Example 1-(4), and post-treated to produce 182 mg of the title compound. IRνmaxKBr cm-1 : 3428, 3336, 2216, 1652, 1614, 1542; NMR(CDCl3)δ: 1.6-2.0(1H, m), 2.09(3H, s), 2.56-3.39(3H, m), 4.51-4.71(1H, m), 6.59(1H, d, J=9.0 Hz), 7.40(1H, d, J=9.0 Hz); MASS m/z: 243(M+) The reactants are compound, C(C)(=O)C1C(C2=C(C=CC(=C2CC1)C#N)C(C)=O)=O (2,8-Diacetyl-5-cyano-1-tetralone), C(C)(=O)NC1C(C2=C(C=CC=C2CC1)NC(C)=O)=O (2,8-diacetylamino-1-tetralone). The reactants are ClC1=NC(=C2N=C(N(C2=N1)C)CN1C[C@@H]([C@@H](CC1)N(C)C)F)N1CCOCC1 ((3S,4R)-1-((2-chloro-9-methyl-6-morpholino-9H-purin-8-yl)methyl)-3-fluoro-N,N-dimethylpiperidin-4-amine), CC1=NC2=C(N1)C=CC=C2 (2-methyl-1H-benzo[d]imidazole). The product is F[C@H]1CN(CC[C@H]1N(C)C)CC=1N(C2=NC(=NC(=C2N1)N1CCOCC1)N1C(=NC2=C1C=CC=C2)C)C ((3S,4R)-3-fluoro-N,N-dimethyl-1-((9-methyl-2-(2-methyl-1H-benzo[d]imidazol-1-yl)-6-morpholino-9H-purin-8-yl)methyl)piperidin-4-amine). As a reaction SMILES: Cl[C:2]1[N:10]=[C:9]2[C:5]([N:6]=[C:7]([CH2:12][N:13]3[CH2:18][CH2:17][C@@H:16]([N:19]([CH3:21])[CH3:20])[C@@H:15]([F:22])[CH2:14]3)[N:8]2[CH3:11])=[C:4]([N:23]2[CH2:28][CH2:27][O:26][CH2:25][CH2:24]2)[N:3]=1.[CH3:29][C:30]1[NH:34][C:33]2[CH:35]=[CH:36][CH:37]=[CH:38][C:32]=2[N:31]=1>>[F:22][C@@H:15]1[C@H:16]([N:19]([CH3:21])[CH3:20])[CH2:17][CH2:18][N:13]([CH2:12][C:7]2[N:8]([CH3:11])[C:9]3[C:5]([N:6]=2)=[C:4]([N:23]2[CH2:28][CH2:27][O:26][CH2:25][CH2:24]2)[N:3]=[C:2]([N:31]2[C:32]4[CH:38]=[CH:37][CH:36]=[CH:35][C:33]=4[N:34]=[C:30]2[CH3:29])[N:10]=3)[CH2:14]1. Procedure details: Following General Procedure I for Buchwald coupling, (3S,4R)-1-((2-chloro-9-methyl-6-morpholino-9H-purin-8-yl)methyl)-3-fluoro-N,N-dimethylpiperidin-4-amine and 2-methyl-1H-benzo[d]imidazole were reacted to give 181. LCMS m/z: 508.3 (MH+)